From a dataset of the Open Reaction Database (ORD), a public repository of structured organic reaction records. describe an organic reaction: reactants, conditions, products, and yield The reactants are C(C1=CC=CC=C1)N1CC(CC1)C=1NC(C2=CC=CC(=C2C1)C)=O ((−)-3-(1-benzylpyrrolidin-3-yl)-5-methyl-2H-isoquinolin-1-one). The reagents and catalysts are [C].[Pd] (palladium-carbon). Solvent: C(C)O (ethanol). Conditions: temperature 50 celsius, time 6 hour. Product: N1CC(CC1)C=1NC(C2=CC=CC(=C2C1)C)=O ((−)-3-(pyrrolidin-3-yl)-5-methyl-2H-isoquinolin-1-one). Yield: 85.6%. As a reaction SMILES: C([N:8]1[CH2:12][CH2:11][CH:10]([C:13]2[NH:14][C:15](=[O:24])[C:16]3[C:21]([CH:22]=2)=[C:20]([CH3:23])[CH:19]=[CH:18][CH:17]=3)[CH2:9]1)C1C=CC=CC=1>[C].[Pd].C(O)C>[NH:8]1[CH2:12][CH2:11][CH:10]([C:13]2[NH:14][C:15](=[O:24])[C:16]3[C:21]([CH:22]=2)=[C:20]([CH3:23])[CH:19]=[CH:18][CH:17]=3)[CH2:9]1 |f:1.2|. Procedure details: To the obtained (−)-3-(1-benzylpyrrolidin-3-yl)-5-methyl-2H-isoquinolin-1-one (27.5 g) were added 50% aqueous 10% palladium-carbon (6 g) and ethanol (400 ml), and the mixture was stirred under a hydrogen atmosphere at 50° C. for 6 hr. After celite filtration, the filtrate was concentrated and ethyl acetate was added to the obtained residue. The precipitated crystals were collected by filtration to give (−)-3-(pyrrolidin-3-yl)-5-methyl-2H-isoquinolin-1-one (16.8697 g) Starting materials: O.NN (Hydrazine monohydrate), O=C1N(C(C2=CC=CC=C12)=O)C1=NC=CC(=C1)CP(OCC)(OCC)=O (Diethyl [[2-(1,3-dihydro-1,3-dioxo-2H-isoindol-2-yl)-4-pyridinyl]methyl]phosphonate), O.NN (hydrazine monohydrate). Run in ClCl (Cl2). Conditions: time 2 hour. Product: NC1=NC=CC(=C1)CP(OCC)(OCC)=O (Diethyl [(2-amino-4-pyridinyl)methyl]phosphonate). Yield: 96.3%. Reaction SMILES: O=C1C2C(=CC=CC=2)C(=O)[N:3]1[C:12]1[CH:17]=[C:16]([CH2:18][P:19](=[O:26])([O:23][CH2:24][CH3:25])[O:20][CH2:21][CH3:22])[CH:15]=[CH:14][N:13]=1.O.NN>ClCl>[NH2:3][C:12]1[CH:17]=[C:16]([CH2:18][P:19](=[O:26])([O:20][CH2:21][CH3:22])[O:23][CH2:24][CH3:25])[CH:15]=[CH:14][N:13]=1 |f:1.2|. Procedure details: The product from Example 15 (1.4 g, 3.7 mmol) was dissolved in CH2 Cl2 (10 mL) and placed in a 25 mL flask. Hydrazine monohydrate (0.187 g, 3.7 mmol) was added to the flask, and the reaction was allowed to stir at room temperature for 2 h. Two additional equivalents of hydrazine monohydrate were added to drive the reaction to completion. Filtering and solvent removal under reduced pressure gave 0.87 g of crude title compound which was used without further purification. The reactants are ClCCl, CCOC(=O)Cn1c(C)cc(SCCO)c([N+](=O)[O-])c1=O, ClP(Cl)(Cl)(Cl)Cl. Product: CCOC(=O)Cn1c(C)cc(SCCCl)c([N+](=O)[O-])c1=O. As a reaction SMILES: [CH2:28]([Cl:29])[Cl:30].[CH2:7]([CH3:8])[O:9][C:10](=[O:11])[CH2:12][n:13]1[c:14](=[O:27])[c:15]([N+:24](=[O:25])[O-:26])[c:16]([S:20][CH2:21][CH2:22][OH:23])[cH:17][c:18]1[CH3:19].[Cl:1][P:2]([Cl:3])([Cl:4])([Cl:5])[Cl:6]>>[Cl:1][CH2:22][CH2:21][S:20][c:16]1[c:15]([N+:24](=[O:25])[O-:26])[c:14](=[O:27])[n:13]([CH2:12][C:10]([O:9][CH2:7][CH3:8])=[O:11])[c:18]([CH3:19])[cH:17]1. Starting materials: CC(C)(C)OC(=O)N1CCC(C[P+](c2ccccc2)(c2ccccc2)c2ccccc2)CC1, C1CCOC1, Cc1ccccc1, C[Si](C)(C)[N-][Si](C)(C)C, COC(O)C(F)(F)c1ccc(F)cc1, [I-], [K+]. The product is CC(C)(C)OC(=O)N1CCC(C=CC(F)(F)c2ccc(F)cc2)CC1. Reaction SMILES: [C:2]([CH3:3])([CH3:4])([CH3:5])[O:6][C:7](=[O:8])[N:9]1[CH2:10][CH2:11][CH:12]([CH2:15][P+:16]([c:17]2[cH:18][cH:19][cH:20][cH:21][cH:22]2)([c:23]2[cH:24][cH:25][cH:26][cH:27][cH:28]2)[c:29]2[cH:30][cH:31][cH:32][cH:33][cH:34]2)[CH2:13][CH2:14]1.[CH2:66]1[O:67][CH2:68][CH2:69][CH2:70]1.[CH3:35][c:36]1[cH:37][cH:38][cH:39][cH:40][cH:41]1.[CH3:42][Si:43]([N-:44][Si:45]([CH3:46])([CH3:47])[CH3:48])([CH3:49])[CH3:50].[F:52][C:53]([CH:54]([O:55][CH3:56])[OH:57])([c:58]1[cH:59][cH:60][c:61]([F:64])[cH:62][cH:63]1)[F:65].[I-:1].[K+:51]>>[C:2]([CH3:3])([CH3:4])([CH3:5])[O:6][C:7](=[O:8])[N:9]1[CH2:10][CH2:11][CH:12]([CH:15]=[CH:54][C:53]([F:52])([c:58]2[cH:59][cH:60][c:61]([F:64])[cH:62][cH:63]2)[F:65])[CH2:13][CH2:14]1. Starting materials: CN1C(C(=C(C=C1C)O)C(=O)OCC)=O (ethyl 1,6-dimethyl-4-hydroxy-2-oxo-1,2-dihydropyridine-3-carboxylate), NC1=NC=CN=C1 (aminopyrazine), BrC1=CC=CC=C1 (bromobenzene). The solvent is COC(C)(C)C (t-butyl methyl ether). Conditions: time 3 hour. Product: N1=C(C=NC=C1)NC(=O)C=1C(N(C(=CC1O)C)C)=O (N-(2-pyrazinyl)-1,6-dimethyl-4-hydroxy-2-oxo-1,2-dihydropyridine-3-carboxamide). The yield is 99.2%. As a reaction SMILES: [CH3:1][N:2]1[C:7]([CH3:8])=[CH:6][C:5]([OH:9])=[C:4]([C:10]([O:12]CC)=O)[C:3]1=[O:15].[NH2:16][C:17]1[CH:22]=[N:21][CH:20]=[CH:19][N:18]=1.BrC1C=CC=CC=1>COC(C)(C)C>[N:18]1[CH:19]=[CH:20][N:21]=[CH:22][C:17]=1[NH:16][C:10]([C:4]1[C:3](=[O:15])[N:2]([CH3:1])[C:7]([CH3:8])=[CH:6][C:5]=1[OH:9])=[O:12]. Procedure details: 211 mg of ethyl 1,6-dimethyl-4-hydroxy-2-oxo-1,2-dihydropyridine-3-carboxylate and 95 mg of aminopyrazine were added to 6 ml of bromobenzene, and the mixture was stirred for 3 hours under the heat-refluxing condition. The reaction mixture was cooled to room temperature, and t-butyl methyl ether was added to the mixture. The resulting solid was collected by filtration, washed with t-butyl methyl ether, and dried to obtain 258 mg of N-(2-pyrazinyl)-1,6-dimethyl-4-hydroxy-2-oxo-1,2-dihydropyridine-... The reactants are CCNC(=O)c1ccc(-n2nnc(C(=O)NCCO)c2COc2cccc(F)c2)cc1, CN(C)CC(=O)O, O, c1ccncc1. Product: CCNC(=O)c1ccc(-n2nnc(C(=O)NCCOC(=O)CN(C)C)c2COc2cccc(F)c2)cc1. Reaction SMILES: [CH2:1]([CH3:2])[NH:3][C:4](=[O:5])[c:6]1[cH:7][cH:8][c:9](-[n:12]2[n:13][n:14][c:15]([C:26](=[O:27])[NH:28][CH2:29][CH2:30][OH:31])[c:16]2[CH2:17][O:18][c:19]2[cH:20][c:21]([F:25])[cH:22][cH:23][cH:24]2)[cH:10][cH:11]1.[CH3:32][N:33]([CH2:34][C:35](=[O:36])[OH:37])[CH3:38].[OH2:39].[cH:40]1[cH:41][cH:42][n:43][cH:44][cH:45]1>>[CH2:1]([CH3:2])[NH:3][C:4](=[O:5])[c:6]1[cH:7][cH:8][c:9](-[n:12]2[n:13][n:14][c:15]([C:26](=[O:27])[NH:28][CH2:29][CH2:30][O:31][C:35]([CH2:34][N:33]([CH3:32])[CH3:38])=[O:36])[c:16]2[CH2:17][O:18][c:19]2[cH:20][c:21]([F:25])[cH:22][cH:23][cH:24]2)[cH:10][cH:11]1. Reactants: C1(CCC1)N1CCN(CC1)C(CN1CC2=CC=C(C=C2CC1)O)=O (2-[2-(4-cyclobutylpiperazin-1-yl)-2-oxoethyl]-1,2,3,4-tetrahydroisoquinolin-6-ol), BrC1CCCC1 (1-bromo-cyclopentane), C(=O)([O-])[O-].[K+].[K+] (K2CO3), O (Water). Run in CN(C)C=O (DMF). Reaction conditions: temperature 50 celsius, time 8 hour. The product is C1(CCC1)N1CCN(CC1)C(CN1CC2=CC=C(C=C2CC1)OC1CCCC1)=O (2-[2-(4-cyclobutylpiperazin-1-yl)-2-oxoethyl]-6-(cyclopentyloxy)-1,2,3,4-tetrahydroisoquinoline). Reaction SMILES: [CH:1]1([N:5]2[CH2:10][CH2:9][N:8]([C:11](=[O:24])[CH2:12][N:13]3[CH2:22][CH2:21][C:20]4[C:15](=[CH:16][CH:17]=[C:18]([OH:23])[CH:19]=4)[CH2:14]3)[CH2:7][CH2:6]2)[CH2:4][CH2:3][CH2:2]1.Br[CH:26]1[CH2:30][CH2:29][CH2:28][CH2:27]1.C([O-])([O-])=O.[K+].[K+].O>CN(C=O)C>[CH:1]1([N:5]2[CH2:6][CH2:7][N:8]([C:11](=[O:24])[CH2:12][N:13]3[CH2:22][CH2:21][C:20]4[C:15](=[CH:16][CH:17]=[C:18]([O:23][CH:26]5[CH2:30][CH2:29][CH2:28][CH2:27]5)[CH:19]=4)[CH2:14]3)[CH2:9][CH2:10]2)[CH2:4][CH2:3][CH2:2]1 |f:2.3.4|. Procedure details: To a stirred solution of 2-[2-(4-cyclobutylpiperazin-1-yl)-2-oxoethyl]-1,2,3,4-tetrahydroisoquinolin-6-ol (145 mg, 0.44 mmol) in DMF (10.0 ml) is added 1-bromo-cyclopentane (72 mg, 0.48 mmol), and K2CO3 (60 mg, 0.44 mmol). The resulting mixture is stirred at 50° C. overnight. Water (10.0 ml) is added to quench the reaction, and the mixture is extracted with DCM (10 ml×3). The combined organic phase is dried over sodium sulfate, and the solvent is removed under reduced pressure to give a residue ... The reactants are CC1(NC(CC1C(=O)N)(C)C)C (2,2,5,5-tetramethyl-pyrroline-3-carboxamide), CC(=O)C (acetone), CC(=O)C (acetone). Run at time 2 hour. Yields the product ON1C(C(CC1(C)C)C(=O)N)(C)C (1-hydroxy-2.2,5,5-tetramethyl-pyrroline-3-carboxamide). Reaction SMILES: [CH3:1][C:2]1([CH3:12])[CH:6]([C:7]([NH2:9])=[O:8])[CH2:5][C:4]([CH3:11])([CH3:10])[NH:3]1.CC(C)=[O:15]>>[OH:15][N:3]1[C:4]([CH3:11])([CH3:10])[CH2:5][CH:6]([C:7]([NH2:9])=[O:8])[C:2]1([CH3:12])[CH3:1]. Procedure: A solution of 0.066 M DMD in acetone (9 ml, 0.59 mmol) was added to a cold stirred solution of 2,2,5,5-tetramethyl-pyrroline-3-carboxamide (Frinton, Vineland NJ, 100 mg, 0.59 mmol) in acetone (5 ml). The mixture was stirred for two hours. Evaporation of the solvent on a rotary evaporator gave a colorless crystalline solid which was dried in vacuo for 6 hours. Sublimation of the solid at 10-3 torr gave a white solid, mp 65-171.